From a dataset of the Open Reaction Database (ORD), a public repository of structured organic reaction records. describe an organic reaction: reactants, conditions, products, and yield The reactants are CCN(CC)C(=O)n1cnc(Sc2ccc(C(F)(F)F)cc2Cl)n1, ClC(Cl)Cl, O=C(OO)c1cccc(Cl)c1, O. Product: CCN(CC)C(=O)n1cnc(S(=O)c2ccc(C(F)(F)F)cc2Cl)n1. As a reaction SMILES: [CH2:1]([CH3:2])[N:3]([C:4](=[O:5])[n:6]1[n:7][c:8]([S:11][c:12]2[c:13]([Cl:22])[cH:14][c:15]([C:18]([F:19])([F:20])[F:21])[cH:16][cH:17]2)[n:9][cH:10]1)[CH2:23][CH3:24].[CH:37]([Cl:38])([Cl:39])[Cl:40].[Cl:26][c:27]1[cH:28][cH:29][cH:30][c:31]([C:32]([O:33][OH:35])=[O:34])[cH:36]1.[OH2:25]>>[CH2:1]([CH3:2])[N:3]([C:4](=[O:5])[n:6]1[n:7][c:8]([S:11]([c:12]2[c:13]([Cl:22])[cH:14][c:15]([C:18]([F:19])([F:20])[F:21])[cH:16][cH:17]2)=[O:34])[n:9][cH:10]1)[CH2:23][CH3:24]. The reactants are C(C)OC(=O)C1=NC2=CC=C(C=C2C(=N1)Cl)Cl (2-ethoxycarbonyl-4,6-dichloroquinazoline), C(C1=CC=2OCOC2C=C1)N (piperonylamine), C([O-])([O-])=O.[Na+].[Na+] (sodium carbonate). Solvent: C(C)(C)O (isopropyl alcohol). Yields the product C(C)OC(=O)C1=NC2=CC=C(C=C2C(=N1)NCC1=CC2=C(C=C1)OCO2)Cl (2-Ethoxycarbonyl-4-(3,4-methylenedioxybenzyl)amino-6-chloroquinazoline). The yield is 92.3%. Reaction SMILES: [CH2:1]([O:3][C:4]([C:6]1[N:15]=[C:14](Cl)[C:13]2[C:8](=[CH:9][CH:10]=[C:11]([Cl:17])[CH:12]=2)[N:7]=1)=[O:5])[CH3:2].[CH2:18]([NH2:28])[C:19]1[CH:27]=[CH:26][C:25]2[O:24][CH2:23][O:22][C:21]=2[CH:20]=1.C(=O)([O-])[O-].[Na+].[Na+]>C(O)(C)C>[CH2:1]([O:3][C:4]([C:6]1[N:15]=[C:14]([NH:28][CH2:18][C:19]2[CH:27]=[CH:26][C:25]3[O:24][CH2:23][O:22][C:21]=3[CH:20]=2)[C:13]2[C:8](=[CH:9][CH:10]=[C:11]([Cl:17])[CH:12]=2)[N:7]=1)=[O:5])[CH3:2] |f:2.3.4|. Procedure details: 2.72 g (0.0100 mol) of 2-ethoxycarbonyl-4,6-dichloroquinazoline, 1.75 g (0.0116 mol) of piperonylamine and 1.60 g (0.0151 mol) of sodium carbonate were mixed with 100 ml of isopropyl alcohol. The obtained mixture was heated under reflux for 24 hours and distilled under a reduced pressure to remove the solvent. The residue was purified by silica gel column chromatography and recrystallized from chloroform/n-hexane to give 3.56 g of the title compound as a colorless needle.